This data is from the Open Reaction Database (ORD), a public repository of structured organic reaction records. The task is: describe an organic reaction: reactants, conditions, products, and yield Reactants: C[Si](Br)(C)C (trimethylbromosilane), C(C)OC([C@@H](C=C(CP(=O)(OC(C)C)OC(C)C)C)NC=O)=O ((2R)-2-formylamino-4-methyl-5-diisopropylphosphono-3-pentenoic acid ethyl ester), C(C)O (ethanol). Run in ClCCl (dichloromethane). Run at time 20 hour. Product: C(C)OC([C@@H](C=C(CP(=O)(O)O)C)N)=O ((2R)-2-amino-4-methyl-5-phosphono-3-pentenoic acid ethyl ester). Isolated yield 88.2%. As a reaction SMILES: C[Si](C)(C)Br.[CH2:6]([O:8][C:9](=[O:28])[C@H:10]([NH:25]C=O)[CH:11]=[C:12]([CH3:24])[CH2:13][P:14]([O:20]C(C)C)([O:16]C(C)C)=[O:15])[CH3:7].C(O)C>ClCCl>[CH2:6]([O:8][C:9](=[O:28])[C@H:10]([NH2:25])[CH:11]=[C:12]([CH3:24])[CH2:13][P:14]([OH:16])([OH:20])=[O:15])[CH3:7]. Procedure details: 23 ml of trimethylbromosilane are added dropwise at room temperature withina period of 15 minutes to a solution of 10.3 g of 4 according to b) in 42 ml of dichloromethane. After 211/2 hours, 42 ml of ethanol are added whilecooling with ice, and the mixture is stirred for 20 hours. The whole is then concentrated by evaporation and the residue is dissolved three times in 70 ml of toluene each time and in each case is concentrated by evaporation again. The residue is dissolved in 42 ml of ethanol, ... Yields the product N1C=CC2=C(C=CC=C12)C=1N=C(C2=C(N1)C=C(S2)C(=O)NCCOC)N2CCOCC2 (2-(1H-indol-4-yl)-N-(2-methoxyethyl)-4-morpholinothieno[3,2-d]pyrimidine-6-carboxamide). Reported procedure: 2-Methyl-4-morpholin-4-yl-thieno[3,2-d]pyrimidine-6-carboxylic acid (2-methoxyethyl)-amide was reacted with indole boronic acid in general procedure A. Purification on silica yielded 189. NMR: 400MHz; CDCl3 3.44 (3H, s); 3.60 (2H, m); 3.70 (2H, m); 3.92 (4H, t, J=4.8 Hz); 4.15 (4H,t,J=4.8Hz); 6.74 (1H,br t); 7.30 (1H,d,J=7.8Hz); 7.35 (1H,m); 7.52 (1H,d,J=8.0Hz); 7.57 (1H,s); 7.82 (1H,s); 8.2 0(1H,d,J=7.4Hz); 8.30 (1H,br s). MS: (ESI+) M+H (438) Reactants: COCCNC(=O)C1=CC=2N=C(N=C(C2S1)N1CCOCC1)C (2-Methyl-4-morpholin-4-yl-thieno[3,2-d]pyrimidine-6-carboxylic acid (2-methoxyethyl)-amide), N1C(=CC2=CC=CC=C12)B(O)O (indole boronic acid). As a reaction SMILES: [CH3:1][O:2][CH2:3][CH2:4][NH:5][C:6]([C:8]1[S:16][C:15]2[C:14]([N:17]3[CH2:22][CH2:21][O:20][CH2:19][CH2:18]3)=[N:13][C:12]([CH3:23])=[N:11][C:10]=2[CH:9]=1)=[O:7].[NH:24]1[C:32]2[C:27](=C[CH:29]=[CH:30][CH:31]=2)[CH:26]=[C:25]1B(O)O>>[NH:24]1[C:32]2[C:27](=[C:23]([C:12]3[N:13]=[C:14]([N:17]4[CH2:22][CH2:21][O:20][CH2:19][CH2:18]4)[C:15]4[S:16][C:8]([C:6]([NH:5][CH2:4][CH2:3][O:2][CH3:1])=[O:7])=[CH:9][C:10]=4[N:11]=3)[CH:29]=[CH:30][CH:31]=2)[CH:26]=[CH:25]1.